Dataset: the Open Reaction Database (ORD), a public repository of structured organic reaction records. Task: describe an organic reaction: reactants, conditions, products, and yield Starting materials: BrC=1C=NC=2N(C1)N=C(C2)C(=O)O (6-bromo-pyrazolo[1,5-a]pyrimidine-2-carboxylic acid), CC1NCCC2=CC(=CC=C12)C=1C=NC=NC1 (1-Methyl-6-pyrimidin-5-yl-1,2,3,4-tetrahydro-isoquinoline). The product is BrC=1C=NC=2N(C1)N=C(C2)C(=O)N2C(C1=CC=C(C=C1CC2)C=2C=NC=NC2)C ((6-Bromo-pyrazolo[1,5-a]pyrimidin-2-yl)-(1-methyl-6-pyrimidin-5-yl-3,4-dihydro-1H-isoquinolin-2-yl)-methanone). As a reaction SMILES: [Br:1][C:2]1[CH:3]=[N:4][C:5]2[N:6]([N:8]=[C:9]([C:11]([OH:13])=O)[CH:10]=2)[CH:7]=1.[CH3:14][CH:15]1[C:24]2[C:19](=[CH:20][C:21]([C:25]3[CH:26]=[N:27][CH:28]=[N:29][CH:30]=3)=[CH:22][CH:23]=2)[CH2:18][CH2:17][NH:16]1>>[Br:1][C:2]1[CH:3]=[N:4][C:5]2[N:6]([N:8]=[C:9]([C:11]([N:16]3[CH2:17][CH2:18][C:19]4[C:24](=[CH:23][CH:22]=[C:21]([C:25]5[CH:30]=[N:29][CH:28]=[N:27][CH:26]=5)[CH:20]=4)[CH:15]3[CH3:14])=[O:13])[CH:10]=2)[CH:7]=1. Procedure: In close analogy to the procedure described in Example 1, 6-bromo-pyrazolo[1,5-a]pyrimidine-2-carboxylic acid is reacted with 1-Methyl-6-pyrimidin-5-yl-1,2,3,4-tetrahydro-isoquinoline to provide the title compound in moderate yield. Reactants: [N+](=O)([O-])C1=CC=C(C=O)C=C1 (4-nitrobenzaldehyde), C(=O)(OCC)C=P(C1=CC=CC=C1)(C1=CC=CC=C1)C1=CC=CC=C1 ((carbethoxymethylene)triphenylphosphorane), C1(=CC=CC=C1)P(C1=CC=CC=C1)(C1=CC=CC=C1)=O (triphenylphosphine oxide). Solvent: C(Cl)Cl (CH2Cl2). The product is C(C)OC(C=CC1=CC=C(C=C1)[N+](=O)[O-])=O (Ethyl-3-(4-nitrophenyl)prop-2-enoate). As a reaction SMILES: [N+:1]([C:4]1[CH:11]=[CH:10][C:7]([CH:8]=O)=[CH:6][CH:5]=1)([O-:3])=[O:2].[C:12]([CH:17]=P(C1C=CC=CC=1)(C1C=CC=CC=1)C1C=CC=CC=1)([O:14][CH2:15][CH3:16])=[O:13].C1(P(=O)(C2C=CC=CC=2)C2C=CC=CC=2)C=CC=CC=1>C(Cl)Cl>[CH2:15]([O:14][C:12](=[O:13])[CH:17]=[CH:8][C:7]1[CH:10]=[CH:11][C:4]([N+:1]([O-:3])=[O:2])=[CH:5][CH:6]=1)[CH3:16]. Procedure details: A solution of 4-nitrobenzaldehyde (53, 10.00 g, 66.23 mmol) and (carbethoxymethylene)triphenylphosphorane (27.92 g, 72.85 mmol, 1.1 equiv) was refluxed in CH2Cl2 (74 mL) for 24 h. The solvent was removed at reduced pressure. The oily residue was chromatographed (silica, hexanes/diethyl ether, 1:1) to give a pale yellow solid, which was shown by 1H NMR and TLC analysis to contain triphenylphosphine oxide. This sample was further purified by short-path Kugelrohr distillation (0.05 mmHg, up to 180°... Reactants: C(CCC)=C1C(N(C(S1)=O)CCCCOC=1C=2N(C=CC1)C=CN2)=O (5-butylidene-3-[4-(imidazo[1,2-a]pyridin-8-yloxy)butyl]thiazolidine-2,4-dione), Cl.C(C)(=O)OCC (hydrochloric acid ethyl acetate). The solvent is CO (methanol). Product: Cl.C(CCC)=C1C(N(C(S1)=O)CCCCOC=1C=2N(C=CC1)C=CN2)=O (5-butylidene-3-[4-(imidazo[1,2-a]pyridin-8-yloxy)butyl]thiazolidine-2,4-dione hydrochloride). Reaction SMILES: [CH:1](=[C:5]1[S:9][C:8](=[O:10])[N:7]([CH2:11][CH2:12][CH2:13][CH2:14][O:15][C:16]2[C:17]3[N:18]([CH:22]=[CH:23][N:24]=3)[CH:19]=[CH:20][CH:21]=2)[C:6]1=[O:25])[CH2:2][CH2:3][CH3:4].[ClH:26].C(OCC)(=O)C>CO>[ClH:26].[CH:1](=[C:5]1[S:9][C:8](=[O:10])[N:7]([CH2:11][CH2:12][CH2:13][CH2:14][O:15][C:16]2[C:17]3[N:18]([CH:22]=[CH:23][N:24]=3)[CH:19]=[CH:20][CH:21]=2)[C:6]1=[O:25])[CH2:2][CH2:3][CH3:4] |f:1.2,4.5|. Reported procedure: To a methanol solution of 0.17 g (0.59 mmol) of 5-butylidene-3-[4-(imidazo[1,2-a]pyridin-8-yloxy)butyl]thiazolidine-2,4-dione, 0.13 ml of 4N hydrochloric acid-ethyl acetate was added, followed by stirring, after which the solvent was distilled off, to yield 0.19 g (84.8%, yellow oily substance) of the desired product. The reactants are C(C1=CC=CC=C1)OC(=O)NCC1=CC(=C(C=C1)OC)O (N-benzyloxycarbonyl-3-hydroxy-4-methoxybenzylamine), C([O-])([O-])=O.[K+].[K+] (potassium carbonate), C(Br)C1CO1 (epibromohydrin). Run in CN(C=O)C (dimethylformamide). Run at temperature 60 celsius, time 8 hour. The product is C(C1=CC=CC=C1)OC(=O)NCC1=CC(=C(C=C1)OC)OCC1CO1 (N-Benzyloxycarbonyl-3-(2,3-epoxypropyloxy)-4-methoxybenzylamine). Isolated yield 108.8%. RXN SMILES: [CH2:1]([O:8][C:9]([NH:11][CH2:12][C:13]1[CH:18]=[CH:17][C:16]([O:19][CH3:20])=[C:15]([OH:21])[CH:14]=1)=[O:10])[C:2]1[CH:7]=[CH:6][CH:5]=[CH:4][CH:3]=1.C(=O)([O-])[O-].[K+].[K+].[CH2:28]([CH:30]1[O:32][CH2:31]1)Br>CN(C)C=O>[CH2:1]([O:8][C:9]([NH:11][CH2:12][C:13]1[CH:18]=[CH:17][C:16]([O:19][CH3:20])=[C:15]([O:21][CH2:28][CH:30]2[O:32][CH2:31]2)[CH:14]=1)=[O:10])[C:2]1[CH:3]=[CH:4][CH:5]=[CH:6][CH:7]=1 |f:1.2.3|. Procedure: A mixture comprising 2 g of N-benzyloxycarbonyl-3-hydroxy-4-methoxybenzylamine, 20 ml of dimethylformamide, 1.4 g of potassium carbonate and 1.4 g of epibromohydrin, was stirred at 60° C. overnight. After distilling off the solvent under reduced pressure, the reaction mixture was extracted with ethyl acetate. The obtained organic layer was washed sequentially with an aqueous potassium carbonate solution and with a saturated sodium chloride aqueous solution and then dried over anhydrous sodium su... Reaction SMILES: [CH3:1][O:2][C:3]1[N:8]=[CH:7][C:6](B(O)O)=[CH:5][CH:4]=1.Br[C:13]1[CH:18]=[CH:17][CH:16]=[CH:15][N:14]=1.C(=O)([O-])[O-].[K+].[K+].COCCOC>C([O-])(=O)C.[Pd+2].C([O-])(=O)C.C1(P(C2C=CC=CC=2)C2C=CC=CC=2)C=CC=CC=1.C(OCC)(=O)C.O>[CH3:1][O:2][C:3]1[CH:4]=[CH:5][C:6]([C:13]2[CH:18]=[CH:17][CH:16]=[CH:15][N:14]=2)=[CH:7][N:8]=1 |f:2.3.4,6.7.8|. Yield: 118.8%. Product: COC1=NC=C(C=C1)C1=NC=CC=C1 (2-Methoxy-5-pyridin-2-yl-pyridine). Starting materials: COC1=CC=C(C=N1)B(O)O (6-Methoxy-3-pyridylboronic acid), BrC1=NC=CC=C1 (2-bromopyridine), C([O-])([O-])=O.[K+].[K+] (potassium carbonate), COCCOC (1,2-dimethoxyethane). Procedure: 6-Methoxy-3-pyridylboronic acid (105 g), 2-bromopyridine (90 g), palladium acetate (3.21 g), triphenylphosphine (15 g), potassium carbonate (237 g), 1,2-dimethoxyethane (900 mL) and water (900 mL) were heated under reflux for 5 hours and 40 minutes under stirring. After cooling the reaction solution, ethyl acetate (1 L) was added thereto to extract. The organic layer was washed with 1 L of 10% aqueous solution of ammonium chloride, 1 L of 10% aqueous ammonia and 1 L of 10% saline, and then evapo... The solvent is O (water), C(C)(=O)OCC (ethyl acetate). Reagents/catalysts: C(C)(=O)[O-].[Pd+2].C(C)(=O)[O-] (palladium acetate), C1(=CC=CC=C1)P(C1=CC=CC=C1)C1=CC=CC=C1 (triphenylphosphine). The reactants are ClCCl, Fc1ccc(-c2cc3n(n2)CCCC3)cc1, ClI, O. Yields the product Fc1ccc(-c2nn3c(c2I)CCCC3)cc1. Reaction SMILES: [Cl:20][CH2:21][Cl:22].[F:3][c:4]1[cH:5][cH:6][c:7](-[c:10]2[n:11][n:12]3[c:13]([cH:18]2)[CH2:14][CH2:15][CH2:16][CH2:17]3)[cH:8][cH:9]1.[I:1][Cl:2].[OH2:19]>>[I:1][c:18]1[c:10](-[c:7]2[cH:6][cH:5][c:4]([F:3])[cH:9][cH:8]2)[n:11][n:12]2[c:13]1[CH2:14][CH2:15][CH2:16][CH2:17]2.